This data is from the Open Reaction Database (ORD), a public repository of structured organic reaction records. The task is: describe an organic reaction: reactants, conditions, products, and yield Starting materials: CS(=O)(=O)NC1=C(C=CC=C1)B(O)O ((2-(methylsulfonamido)phenyl)boronic acid), BrC1=C(C(=C(C=C1)C=1N=CC(=NC1)N)F)OC (5-(4-bromo-2-fluoro-3-methoxyphenyl)pyrazin-2-amine). Product: NC=1N=CC(=NC1)C1=C(C(=C(C=C1)C1=C(C=CC=C1)NS(=O)(=O)C)OC)F (N-[4′-(5-Aminopyrazin-2-yl)-3′-fluoro-2′-methoxybiphenyl-2-yl]methanesulfonamide). RXN SMILES: [CH3:1][S:2]([NH:5][C:6]1[CH:11]=[CH:10][CH:9]=[CH:8][C:7]=1B(O)O)(=[O:4])=[O:3].Br[C:16]1[CH:21]=[CH:20][C:19]([C:22]2[N:23]=[CH:24][C:25]([NH2:28])=[N:26][CH:27]=2)=[C:18]([F:29])[C:17]=1[O:30][CH3:31]>>[NH2:28][C:25]1[N:26]=[CH:27][C:22]([C:19]2[CH:20]=[CH:21][C:16]([C:7]3[CH:8]=[CH:9][CH:10]=[CH:11][C:6]=3[NH:5][S:2]([CH3:1])(=[O:4])=[O:3])=[C:17]([O:30][CH3:31])[C:18]=2[F:29])=[N:23][CH:24]=1. Procedure details: The title compound was prepared by a method analogous to Example 461 using (2-(methylsulfonamido)phenyl)boronic acid and 5-(4-bromo-2-fluoro-3-methoxyphenyl)pyrazin-2-amine. MS (ESI): mass calcd. for C18H17FN4O3S, 388.10; m/z found, 389.1 [M+H]+. 1H NMR (400 MHz, CDCl3) δ 8.59 (dd, J=2.3, 1.6, 1H), 8.12 (d, J=1.5, 1H), 7.75 (dd, J=8.2, 7.2, 1H), 7.69 (d, J=8.0, 1H), 7.46 (m, 1H), 7.37-7.32 (m, 2H), 7.15 (dd, J=8.2, 1.5, 1H), 7.10 (s, 1H), 4.77 (s, 2H), 3.73 (d, J=1.1, 3H), 2.58 (s, 3H). RXN SMILES: [O:1]=[C:2]([CH:4]=[C:5]([CH3:7])[CH3:6])[CH3:3].[CH3:8][C:9](=[CH:11][CH2:12][CH2:13]/[C:14](=[CH:16]/[CH2:17]O)/[CH3:15])[CH3:10].C(O)(=O)C(O)=O>>[CH3:6][C:5]([CH2:7][CH2:17][CH:16]=[C:14]([CH3:15])[CH2:13][CH2:12][CH:11]=[C:9]([CH3:10])[CH3:8])=[CH:4][C:2](=[O:1])[CH3:3]. Reported procedure: 800 parts of mesityl oxide and 200 parts of geraniol have 1 part of oxalic acid added to them and the mixture is heated for three hours at a pressure of 50 atmospheres in the vibrated autoclave described in Example 1 at a temperature of 230°C. The reaction mixture is worked up by distillation. 141 parts of 4,8,12-trimethyl-3,7,11-tridecatrien-2-one is obtained with a boiling point of 92° to 94°C at 10-4 mm. The yield is 81% of theory at a conversion of 57% based on geraniol. Reactants: O=C(C)C=C(C)C (mesityl oxide), CC(C)=CCC\C(\C)=C\CO (geraniol), C(C(=O)O)(=O)O (oxalic acid). The product is CC(=CC(C)=O)CCC=C(CCC=C(C)C)C (4,8,12-trimethyl-3,7,11-tridecatrien-2-one). Isolated yield 81.0%. Starting materials: O=S1(N(CCC1)C1=CC(=C(C(=O)O)C=C1)S(=O)(=O)C)=O (4-(1,1-dioxo-1λ6-isothiazolidin-2-yl)-2-methanesulfonylbenzoic acid), C1(CC1)C=1C(=NC=C(C1)C(F)(F)F)N1CCNCC1 (1-(3-cyclopropyl-5-trifluoromethylpyridin-2-yl)piperazine). The product is C1(CC1)C=1C(=NC=C(C1)C(F)(F)F)N1CCN(CC1)C(=O)C1=C(C=C(C=C1)N1S(CCC1)(=O)=O)S(=O)(=O)C ([4-(3-cyclopropyl-5-trifluoromethylpyridin-2-yl)piperazin-1-yl][4-(1,1-dioxo-1λ6-isothiazolidin-2-yl)-2-methanesulfonylphenyl]methanone). Isolated yield 79.5%. RXN SMILES: [O:1]=[S:2]1(=[O:20])[CH2:6][CH2:5][CH2:4][N:3]1[C:7]1[CH:15]=[CH:14][C:10]([C:11]([OH:13])=O)=[C:9]([S:16]([CH3:19])(=[O:18])=[O:17])[CH:8]=1.[CH:21]1([C:24]2[C:25]([N:34]3[CH2:39][CH2:38][NH:37][CH2:36][CH2:35]3)=[N:26][CH:27]=[C:28]([C:30]([F:33])([F:32])[F:31])[CH:29]=2)[CH2:23][CH2:22]1>>[CH:21]1([C:24]2[C:25]([N:34]3[CH2:39][CH2:38][N:37]([C:11]([C:10]4[CH:14]=[CH:15][C:7]([N:3]5[CH2:4][CH2:5][CH2:6][S:2]5(=[O:1])=[O:20])=[CH:8][C:9]=4[S:16]([CH3:19])(=[O:18])=[O:17])=[O:13])[CH2:36][CH2:35]3)=[N:26][CH:27]=[C:28]([C:30]([F:33])([F:31])[F:32])[CH:29]=2)[CH2:22][CH2:23]1. Reported procedure: Using 4-(1,1-dioxo-1λ6-isothiazolidin-2-yl)-2-methanesulfonylbenzoic acid (319 mg) described in Preparation Example 22 and 1-(3-cyclopropyl-5-trifluoromethylpyridin-2-yl)piperazine (271 mg) described in Preparation Example 90 and by the reaction and treatment in the same manner as in Example 87, the title compound (455 mg) was obtained. Yields the product OC1=CC=C(C=C1)S(=O)(=O)C1C(CN(C1)CCCCC1=CC=CC=C1)O ((3RS,4RS)-4-(4-Hydroxy-benzenesulfonyl)-1-(4-phenyl-butyl)-pyrrolidin-3-ol). Procedure details: The title compound, MS: m/e=376.3 (M+H+) was prepared from (3RS,4RS)-4-(4-hydroxy-benzenesulfonyl)-pyrrolidin-3-ol and 4-phenyl-butyraldehyde. RXN SMILES: [OH:1][C:2]1[CH:7]=[CH:6][C:5]([S:8]([CH:11]2[CH2:15][NH:14][CH2:13][CH:12]2[OH:16])(=[O:10])=[O:9])=[CH:4][CH:3]=1.[C:17]1([CH2:23][CH2:24][CH2:25][CH:26]=O)[CH:22]=[CH:21][CH:20]=[CH:19][CH:18]=1>>[OH:1][C:2]1[CH:3]=[CH:4][C:5]([S:8]([CH:11]2[CH2:15][N:14]([CH2:26][CH2:25][CH2:24][CH2:23][C:17]3[CH:22]=[CH:21][CH:20]=[CH:19][CH:18]=3)[CH2:13][CH:12]2[OH:16])(=[O:10])=[O:9])=[CH:6][CH:7]=1. Reactants: OC1=CC=C(C=C1)S(=O)(=O)C1C(CNC1)O ((3RS,4RS)-4-(4-hydroxy-benzenesulfonyl)-pyrrolidin-3-ol), C1(=CC=CC=C1)CCCC=O (4-phenyl-butyraldehyde). Starting materials: C(C)(C)OC1=NC=2C=C3C(=CC2C(=C1)C(F)(F)F)N(C(CO3)=O)CC(F)(F)F (7-isopropoxy-1-(2,2,2-trifluoroethyl)-9-(trifluoromethyl)-1H-[1,4]oxazino[3,2-g]quinolin-2(3H)-one), C1CCOC1 (THF). Reagents/catalysts: [CH3-].C[Al]C.[CH-]1C=CC=C1.[CH-]1C=CC=C1.[Cl-].[Ti+4] (Tebbe's reagent). The product is C(C)(C)OC1=NC=2C=C3C(=CC2C(=C1)C(F)(F)F)N(C(CO3)=C)CC(F)(F)F ((±)-2,3-dihydro-7-isopropoxy-2-methylene-1-(2,2,2-trifluoroethyl)-9-(trifluoromethyl)-1H-[1,4]oxazino[3,2-g]quinoline). As a reaction SMILES: [CH:1]([O:4][C:5]1[CH:14]=[C:13]([C:15]([F:18])([F:17])[F:16])[C:12]2[CH:11]=[C:10]3[N:19]([CH2:24][C:25]([F:28])([F:27])[F:26])[C:20](=O)[CH2:21][O:22][C:9]3=[CH:8][C:7]=2[N:6]=1)([CH3:3])[CH3:2].[CH2:29]1COCC1>[CH3-].C[Al]C.[CH-]1C=CC=C1.[CH-]1C=CC=C1.[Cl-].[Ti+4]>[CH:1]([O:4][C:5]1[CH:14]=[C:13]([C:15]([F:16])([F:17])[F:18])[C:12]2[CH:11]=[C:10]3[N:19]([CH2:24][C:25]([F:26])([F:27])[F:28])[C:20](=[CH2:29])[CH2:21][O:22][C:9]3=[CH:8][C:7]=2[N:6]=1)([CH3:2])[CH3:3] |f:2.3.4.5.6.7,^1:35|. Procedure: This compound was made from General Method 14 from 7-isopropoxy-1-(2,2,2-trifluoroethyl)-9-(trifluoromethyl)-1H-[1,4]oxazino[3,2-g]quinolin-2(3H)-one (0.689 g, 1.69 mmol), Tebbe's reagent (3.7 mL, 1.9 mmol) in 11 mL THF to afford 0.728 g of (±)-2,3-dihydro-7-isopropoxy-2-methylene-1-(2,2,2-trifluoroethyl)-9-(trifluoromethyl)-1H-[1,4]oxazino[3,2-g]quinoline, an orange solid after filtration through silica gel. 1H NMR (400 MHz, CDCl3) δ 7.64 (broad s, 1H), 7.49 (s, 1H), 7.29 (s, 1H), 5.59 (hept, 1... Reactants: CC(C)=O, CN1C(=O)CCC(N2C(=O)c3csc([N+](=O)[O-])c3C2=O)C1=O, [Na+], [Na+], O, O=S([O-])S(=O)[O-]. The product is CN1C(=O)CCC(N2C(=O)c3csc(N)c3C2=O)C1=O. As a reaction SMILES: [CH3:31][C:32](=[O:33])[CH3:34].[N+:1]([O-:2])(=[O:3])[c:4]1[s:5][cH:6][c:7]2[c:8]1[C:9](=[O:22])[N:10]([CH:13]1[C:14](=[O:21])[N:15]([CH3:20])[C:16](=[O:19])[CH2:17][CH2:18]1)[C:11]2=[O:12].[Na+:29].[Na+:30].[OH2:35].[S:23]([S:24]([O-:25])=[O:26])([O-:27])=[O:28]>>[NH2:1][c:4]1[s:5][cH:6][c:7]2[c:8]1[C:9](=[O:22])[N:10]([CH:13]1[C:14](=[O:21])[N:15]([CH3:20])[C:16](=[O:19])[CH2:17][CH2:18]1)[C:11]2=[O:12]. Starting materials: CC1(NC(CC(C1)O)(C)C)C (2,2,6,6-tetramethylpiperidin-4-ol), BrCCCCCC (bromohexane). Product: 106.1, C(CCCCC)N1C(CC(CC1(C)C)O)(C)C (1-n-hexyl-2,2,6,6-tetramethylpiperidin-4-ol). Procedure details: 258.9 Parts of 2,2,6,6-tetramethylpiperidin-4-ol, 540 parts of bromohexane and 1000 parts of acetonitrile were heated at reflux for 72 hours. After cooling the solid was filtered off and the filtrate evaporated in vacuo to yield a semi-solid material. Addition of petroleum ether of boiling range 40° to 60°C gave further precipitation and the solution was filtered once more. Evaporation in vacuo of the filtrate gave a liquid which was distilled at 116°C/0.1 mm to give 106.1 parts of 1-n-hexyl-2,2... Run in C(C)#N (acetonitrile), petroleum ether. RXN SMILES: [CH3:1][C:2]1([CH3:11])[CH2:7][CH:6]([OH:8])[CH2:5][C:4]([CH3:10])([CH3:9])[NH:3]1.Br[CH2:13][CH2:14][CH2:15][CH2:16][CH2:17][CH3:18]>C(#N)C>[CH2:13]([N:3]1[C:4]([CH3:10])([CH3:9])[CH2:5][CH:6]([OH:8])[CH2:7][C:2]1([CH3:11])[CH3:1])[CH2:14][CH2:15][CH2:16][CH2:17][CH3:18]. Starting materials: COC=1C=C(C(=O)Cl)C=CC1OCC1=CC=CC=C1 (3-methoxy-4-benzyloxybenzoyl chloride), NC=1C=C(C=CC1C)NC(C1=CC(=CC=C1)N(C)C)=O (N-(3-amino-4-methylphenyl)-3-dimethylaminobenzamide). The solvent is C(Cl)Cl (methylene chloride), C(Cl)Cl (methylene chloride). Run at time 16 hour. The product is CN(C=1C=C(C(=O)NC=2C=CC(=C(C2)NC(C2=CC(=C(C=C2)OCC2=CC=CC=C2)OC)=O)C)C=CC1)C (N-[5-(3-dimethylaminobenzamido)-2-methylphenyl]-3-methoxy-4-benzyloxybenzamide). Yield: 9.0%. RXN SMILES: [CH3:1][O:2][C:3]1[CH:4]=[C:5]([CH:9]=[CH:10][C:11]=1[O:12][CH2:13][C:14]1[CH:19]=[CH:18][CH:17]=[CH:16][CH:15]=1)[C:6](Cl)=[O:7].[NH2:20][C:21]1[CH:22]=[C:23]([NH:28][C:29](=[O:39])[C:30]2[CH:35]=[CH:34][CH:33]=[C:32]([N:36]([CH3:38])[CH3:37])[CH:31]=2)[CH:24]=[CH:25][C:26]=1[CH3:27]>C(Cl)Cl>[CH3:38][N:36]([CH3:37])[C:32]1[CH:31]=[C:30]([CH:35]=[CH:34][CH:33]=1)[C:29]([NH:28][C:23]1[CH:24]=[CH:25][C:26]([CH3:27])=[C:21]([NH:20][C:6](=[O:7])[C:5]2[CH:9]=[CH:10][C:11]([O:12][CH2:13][C:14]3[CH:19]=[CH:18][CH:17]=[CH:16][CH:15]=3)=[C:3]([O:2][CH3:1])[CH:4]=2)[CH:22]=1)=[O:39]. Reported procedure: A solution of 3-methoxy-4-benzyloxybenzoyl chloride (3.01 g) in methylene chloride (50 ml) was added to a stirred suspension of N-(3-amino-4-methylphenyl)-3-dimethylaminobenzamide (2.69 g) in methylene chloride (30 ml) and the reaction mixture was stirred at ambient temperature for 16 hours. The organic phase was washed with water and with a saturated aqueous sodium bicarbonate solution, dried and evaporated. The solid residue was stirred in diethyl ether for 16 hours, filtered and dried to give... Starting materials: C(C)(C)NC(C)C (diisopropylamine), FC(F)P(OCC)(OCC)=O (diethyl difluoromethylphosphonate), ICCOCCOCCI (1,2-bis(2-iodoethoxy)ethane), C(CCC)[Li] (n-butyllithium). Run in CN(C)P(=O)(N(C)C)N(C)C (HMPA), C1CCOC1 (THF). Reaction conditions: temperature 0 celsius, time 40 minute. Yields the product FC(CCOCCOCCI)(F)P(OCC)(OCC)=O (diethyl 1,1-difluoro-3-(2-(2-iodoethoxy)ethoxy)propylphosphonate). Reaction SMILES: C(NC(C)C)(C)C.C([Li])CCC.[F:13][CH:14]([P:16](=[O:23])([O:20][CH2:21][CH3:22])[O:17][CH2:18][CH3:19])[F:15].[I:24][CH2:25][CH2:26][O:27][CH2:28][CH2:29][O:30][CH2:31][CH2:32]I>C1COCC1.CN(P(N(C)C)(N(C)C)=O)C>[F:13][C:14]([P:16](=[O:23])([O:17][CH2:18][CH3:19])[O:20][CH2:21][CH3:22])([F:15])[CH2:32][CH2:31][O:30][CH2:29][CH2:28][O:27][CH2:26][CH2:25][I:24]. Procedure details: To a solution of diisopropylamine (1.6 eq) in THF (1.28 M) was slowly added n-butyllithium (1.5 M in cyclohexane, 1.5 eq) dropwise at 0° C. The reaction mixture was stirred at 0° C. for 40 minutes. The mixture was then cooled down to −78° C., and diethyl difluoromethylphosphonate (1 eq) in HMPA (2.1 M) was slowly added to the solution. Then the mixture was stirred at −78° C. for 40 minutes and to the resulting solution was added a cooled solution of 1,2-bis(2-iodoethoxy)ethane (12.8 M in THF, 4 ...